From a dataset of the Open Reaction Database (ORD), a public repository of structured organic reaction records. describe an organic reaction: reactants, conditions, products, and yield Starting materials: C(Cl)Cl (methylene chloride), C(CC)[C@@H]1CC[C@H](CC1)C1=CC=CC=C1 (trans-4-propylcyclohexylbenzene), C(Cl)Cl (methylene chloride), [Cl-].[Al+3].[Cl-].[Cl-] (aluminum chloride), C(Cl)Cl (methylene chloride), COC=1C=C(C=CC1)[C@H](C(=O)Cl)C ((R)-2-(3-methoxyphenyl)propionic acid chloride). The solvent is O (water). Conditions: time 15 minute. Yields the product C1(CCCCC1)C1=CC=C(C=C1)C([C@H](C)C1=CC(=CC=C1)OC)=O ((R)-1-(4-cyclohexylphenyl)-2-(3-methoxyphenyl)-propan-1-one). RXN SMILES: C(Cl)Cl.[Cl-].[Al+3].[Cl-].[Cl-].[CH3:8][O:9][C:10]1[CH:11]=[C:12]([C@@H:16]([CH3:20])[C:17](Cl)=[O:18])[CH:13]=[CH:14][CH:15]=1.C([C@H:24]1[CH2:29][CH2:28][C@H:27]([C:30]2[CH:35]=[CH:34][CH:33]=[CH:32][CH:31]=2)[CH2:26][CH2:25]1)CC>O>[CH:30]1([C:27]2[CH:26]=[CH:25][C:24]([C:17](=[O:18])[C@@H:16]([C:12]3[CH:13]=[CH:14][CH:15]=[C:10]([O:9][CH3:8])[CH:11]=3)[CH3:20])=[CH:29][CH:28]=2)[CH2:31][CH2:32][CH2:33][CH2:34][CH2:35]1 |f:1.2.3.4|. Procedure: To a methylene chloride suspension of aluminum chloride, a methylene chloride solution of (R)-2-(3-methoxyphenyl)propionic acid chloride was added dropwise under ice cooling. After stirring at the same temperature for 15 minutes, a methylene chloride solution of trans-4-propylcyclohexylbenzene was added dropwise. After the completion of the reaction, the reaction system was added to iced water and the organic layer was separated by adding methylene chloride. The organic layer was washed twice wi... Starting materials: C(CCCCCCCCCCCCCCC)O (1-Hexadecanol), product, CO (methanol), dihexadecyl ester, CCCCCC (Hexane), CCCCCC (hexane), C(CCCCCCCCCCCCCCC)O (hexadecanol), C(C(O)CC(=O)O)(=O)O (dl-malic acid), CO (methanol), methyl hexadecyl ester. Reagents/catalysts: CS(=O)(=O)O (methane sulfonic acid). Solvent: C(C)(=O)OCC (ethyl acetate), C(=O)O (formic acid), C(CCC)O (1-butanol). Conditions: temperature 22 celsius, time 6 hour. Product: C(C(O)CC(=O)OCCCCCCCCCCCCCCCC)(=O)OCCCCCCCCCCCCCCCC (Dihexadecyl dl-malate). RXN SMILES: [CH2:1]([OH:17])[CH2:2][CH2:3][CH2:4][CH2:5][CH2:6][CH2:7][CH2:8][CH2:9][CH2:10][CH2:11][CH2:12][CH2:13][CH2:14][CH2:15][CH3:16].[C:18]([OH:26])(=[O:25])[CH:19]([CH2:21][C:22]([OH:24])=O)[OH:20].CO.[CH3:29][CH2:30][CH2:31][CH2:32][CH2:33][CH3:34]>CS(O)(=O)=O.C(O)=O.C(O)CCC.C(OCC)(=O)C>[C:18]([O:26][CH2:29][CH2:30][CH2:31][CH2:32][CH2:33][CH2:34][CH2:1][CH2:2][CH2:3][CH2:4][CH2:5][CH2:6][CH2:7][CH2:8][CH2:9][CH3:10])(=[O:25])[CH:19]([CH2:21][C:22]([O:17][CH2:1][CH2:2][CH2:3][CH2:4][CH2:5][CH2:6][CH2:7][CH2:8][CH2:9][CH2:10][CH2:11][CH2:12][CH2:13][CH2:14][CH2:15][CH3:16])=[O:24])[OH:20]. Procedure: 1-Hexadecanol (87.4 g, 0.36 mole), dl-malic acid (20.1 g, 0.15 mole), methanol (600 ml), methane sulfonic acid (15 drops) and several "Chemfluor" boiling chips were placed in a 1000-ml round-bottomed flask. The mixture was refluxed for 16 hours. Most of the methanol was stripped from the mixture at a pressure of about 250 mm Hg. Stripping was then continued at 5 mm Hg and 80° C. for 6 hours. Final weight was 104.41 g. TLC indicated the composition was about 5:3:2 dihexadecyl ester: methyl hexade... Starting materials: C(C)(C)(C)OC(=O)N[C@H](C(=O)OC)CC=1C=C2C=CC=NC2=CC1 (methyl (2S)-2-[(tert-butoxycarbonyl)amino]-3-(quinolin-6-yl)propanoate), [H][H] (hydrogen). The reagents and catalysts are [Pd] (palladium on carbon). Solvent: C(C)O (ethanol). Product: C(C)(C)(C)OC(=O)N[C@H](C(=O)OC)CC=1C=C2CCCNC2=CC1 (methyl (2S)-2-[(tert-butoxycarbonyl)amino]-3-(1,2,3,4-tetrahydroquinolin-6-yl)propanoate). Isolated yield 78.9%. RXN SMILES: [C:1]([O:5][C:6]([NH:8][C@@H:9]([CH2:14][C:15]1[CH:16]=[C:17]2[C:22](=[CH:23][CH:24]=1)[N:21]=[CH:20][CH:19]=[CH:18]2)[C:10]([O:12][CH3:13])=[O:11])=[O:7])([CH3:4])([CH3:3])[CH3:2].[H][H]>[Pd].C(O)C>[C:1]([O:5][C:6]([NH:8][C@@H:9]([CH2:14][C:15]1[CH:16]=[C:17]2[C:22](=[CH:23][CH:24]=1)[NH:21][CH2:20][CH2:19][CH2:18]2)[C:10]([O:12][CH3:13])=[O:11])=[O:7])([CH3:4])([CH3:2])[CH3:3]. Reported procedure: A suspension of #213 (1.5 g, 4.55 mmol, 1 eq.) and palladium on carbon (150 mg) in ethanol (20 mL) was stirred at 50° C. under 30 psi of hydrogen overnight. The reaction mixture was filtered through a pad of celite and the filtrate was concentrated in vacuo. The residue was purified by silica column chromatography (Gradient: 40% ethyl acetate in petroleum ether) to afford #214 (1.2 g, 80%) as an oil. 1H NMR (400 MHz, CDCl3): δ 6.70 (d, 2H), 6.40 (m, 1H), 4.95 (m, 1H), 4.49 (m, 1H), 3.77 (s, 3H),... Starting materials: [Al+3], C=CCC(C)C=C(C)C=O, [H-], [H-], [H-], [H-], [Li+], O, O=S(=O)(O)O. Yields the product C=CCC(C)C=C(C)CO. As a reaction SMILES: [Al+3:2].[CH3:7][C:8]([CH:9]=[O:10])=[CH:11][CH:12]([CH2:13][CH:14]=[CH2:15])[CH3:16].[H-:1].[H-:4].[H-:5].[H-:6].[Li+:3].[OH2:22].[S:17](=[O:18])(=[O:19])([OH:20])[OH:21]>>[CH3:7][C:8]([CH2:9][OH:10])=[CH:11][CH:12]([CH2:13][CH:14]=[CH2:15])[CH3:16]. Starting materials: [Br-], CC[N+](CC)(CC)Cc1ccccc1, ClCCl, COCCl, COc1cccc(OC)c1NC(=O)CCl, [Na+], [OH-]. Product: COCN(C(=O)CCl)c1c(OC)cccc1OC. Reaction SMILES: [Br-:22].[CH2:23]([N+:24]([CH2:25][CH3:26])([CH2:27][CH3:28])[CH2:29][CH3:30])[c:31]1[cH:32][cH:33][cH:34][cH:35][cH:36]1.[CH2:37]([Cl:38])[Cl:39].[Cl:16][CH2:17][O:18][CH3:19].[Cl:1][CH2:2][C:3](=[O:4])[NH:5][c:6]1[c:7]([O:14][CH3:15])[cH:8][cH:9][cH:10][c:11]1[O:12][CH3:13].[Na+:21].[OH-:20]>>[Cl:1][CH2:2][C:3](=[O:4])[N:5]([c:6]1[c:7]([O:14][CH3:15])[cH:8][cH:9][cH:10][c:11]1[O:12][CH3:13])[CH2:17][O:18][CH3:19]. Starting materials: CNc1nc(C)c(S(N)(=O)=O)s1, CCN=C=NCCCN(C)C, CN(C)C=O, Cl, O=C(O)Cc1ccc(-c2ccccc2F)cc1, O, On1nnc2ccccc21. Product: Cc1nc(N(C)C(=O)Cc2ccc(-c3ccccc3F)cc2)sc1S(N)(=O)=O. RXN SMILES: [CH3:29][NH:30][c:31]1[s:32][c:33]([S:37](=[O:38])(=[O:39])[NH2:40])[c:34]([CH3:36])[n:35]1.[CH3:42][N:43]([CH3:44])[CH2:45][CH2:46][CH2:47][N:48]=[C:49]=[N:50][CH2:51][CH3:52].[CH3:53][N:54]([CH3:55])[CH:56]=[O:57].[ClH:41].[F:1][c:2]1[c:3](-[c:8]2[cH:9][cH:10][c:11]([CH2:14][C:15](=[O:16])[OH:17])[cH:12][cH:13]2)[cH:4][cH:5][cH:6][cH:7]1.[OH2:18].[OH:19][n:20]1[c:21]2[cH:22][cH:23][cH:24][cH:25][c:26]2[n:27][n:28]1>>[F:1][c:2]1[c:3](-[c:8]2[cH:9][cH:10][c:11]([CH2:14][C:15](=[O:17])[N:30]([CH3:29])[c:31]3[s:32][c:33]([S:37](=[O:38])(=[O:39])[NH2:40])[c:34]([CH3:36])[n:35]3)[cH:12][cH:13]2)[cH:4][cH:5][cH:6][cH:7]1.